Dataset: the Open Reaction Database (ORD), a public repository of structured organic reaction records. Task: describe an organic reaction: reactants, conditions, products, and yield The reactants are C=1C(=C(C=C(C1F)F)F)C[C@H](CC(=O)N2CCN3C(=NN=C3C(F)(F)F)C2)N.C(C(O)C)(=O)[O-] (Sitagliptin lactate). The solvent is C(C)#N (acetonitrile). Yields the product C=1C(=C(C=C(C1F)F)F)C[C@H](CC(=O)N2CCN3C(=NN=C3C(F)(F)F)C2)N (Sitagliptin). As a reaction SMILES: [CH:1]1[C:2]([CH2:10][C@@H:11]([NH2:28])[CH2:12][C:13]([N:15]2[CH2:27][C:19]3=[N:20][N:21]=[C:22]([C:23]([F:26])([F:25])[F:24])[N:18]3[CH2:17][CH2:16]2)=[O:14])=[C:3]([F:9])[CH:4]=[C:5]([F:8])[C:6]=1[F:7].C([O-])(=O)C(C)O>C(#N)C>[CH:1]1[C:2]([CH2:10][C@@H:11]([NH2:28])[CH2:12][C:13]([N:15]2[CH2:27][C:19]3=[N:20][N:21]=[C:22]([C:23]([F:26])([F:25])[F:24])[N:18]3[CH2:17][CH2:16]2)=[O:14])=[C:3]([F:9])[CH:4]=[C:5]([F:8])[C:6]=1[F:7] |f:0.1|. Reported procedure: Sitagliptin lactate crystalline Form L1 can be prepared by a process comprising forming a solution of Sitagliptin base in acetonitrile; combining the solution with lactic acid to form a precipitate; and isolating the obtained precipitate. Preferably, the lactic acid is used at a mol ratio of about 1:1 of Sitagliptin base to lactic acid. Procedure: A mixture of 9-chloro-1,2,3,4-tetrahydroacridine (6.18 g) and O-(2-fluorobenzyl)hydroxylamine hydrochloride (5.5 g) in 125 ml of n-propanol was heated at reflux for 20 hours. The reaction mixture was then added to an iced sodium bicarbonate solution and extracted with ethyl acetate (3×). The combined organics were washed with water and dried (saturated NaCl, MgSO4). Reaction SMILES: Cl[C:2]1[C:3]2[C:8]([N:9]=[C:10]3[C:15]=1[CH2:14][CH2:13][CH2:12][CH2:11]3)=[CH:7][CH:6]=[CH:5][CH:4]=2.Cl.[F:17][C:18]1[CH:26]=[CH:25][CH:24]=[CH:23][C:19]=1[CH2:20][O:21][NH2:22].C(=O)(O)[O-].[Na+]>C(O)CC>[F:17][C:18]1[CH:26]=[CH:25][CH:24]=[CH:23][C:19]=1[CH2:20][O:21][NH:22][C:2]1[C:3]2[C:8]([N:9]=[C:10]3[C:15]=1[CH2:14][CH2:13][CH2:12][CH2:11]3)=[CH:7][CH:6]=[CH:5][CH:4]=2 |f:1.2,3.4|. Product: FC1=C(CONC=2C3=CC=CC=C3N=C3CCCCC23)C=CC=C1 (N-(2-Fluorobenzyloxy)-1,2,3,4-tetrahydro-9-acridinamine). The solvent is C(CC)O (n-propanol). Reactants: ClC=1C2=CC=CC=C2N=C2CCCCC12 (9-chloro-1,2,3,4-tetrahydroacridine), Cl.FC1=C(CON)C=CC=C1 (O-(2-fluorobenzyl)hydroxylamine hydrochloride), C([O-])(O)=O.[Na+] (sodium bicarbonate). The reactants are C(C1=CC=CC=C1)OC(NC[C@H]([C@H](CC1=CC=CC=C1)NC(=O)OC(C)(C)C)O)=O (((2R,3S)-3-tert-Butoxycarbonylamino-2-hydroxy-4-phenyl-butyl)-carbamic acid benzyl ester), Cl (HCl), O1CCOCC1 (dioxan). The solvent is C1CCOC1 (THF). Reaction conditions: time 2 hour. The product is Cl.C(C1=CC=CC=C1)OC(NC[C@H]([C@H](CC1=CC=CC=C1)N)O)=O (((2R,3S)-3-amino-2-hydroxy-4-phenyl-butyl)-carbamic acid benzyl ester hydrochloride). The yield is 83.0%. Reaction SMILES: [CH2:1]([O:8][C:9](=[O:30])[NH:10][CH2:11][C@@H:12]([OH:29])[C@@H:13]([NH:21]C(OC(C)(C)C)=O)[CH2:14][C:15]1[CH:20]=[CH:19][CH:18]=[CH:17][CH:16]=1)[C:2]1[CH:7]=[CH:6][CH:5]=[CH:4][CH:3]=1.[ClH:31].O1CCOCC1>C1COCC1>[ClH:31].[CH2:1]([O:8][C:9](=[O:30])[NH:10][CH2:11][C@@H:12]([OH:29])[C@@H:13]([NH2:21])[CH2:14][C:15]1[CH:20]=[CH:19][CH:18]=[CH:17][CH:16]=1)[C:2]1[CH:3]=[CH:4][CH:5]=[CH:6][CH:7]=1 |f:4.5|. Procedure details: A solution of ((2R,3S)-3-tert-butoxycarbonylamino-2-hydroxy-4-phenyl-butyl)-carbamic acid benzyl ester (D103) (31.5 g, 76.1 mmol, 1 equiv) in THF (300 ml) was treated with 4N HCl solution in dioxan (40 ml, 160 mmol, 2.1 equiv). The resulting solution was stirred at room temperature for 2 h then concentrated in vacuo. The residue was triturated with Et2O/iso-hexane to give ((2R,3S)-3-amino-2-hydroxy-4-phenyl-butyl)-carbamic acid benzyl ester hydrochloride (D104) (22.1 g, 83%) as a white solid.